Task: describe an organic reaction: reactants, conditions, products, and yield. Dataset: the Open Reaction Database (ORD), a public repository of structured organic reaction records Starting materials: ClCCl, CS(=O)(=O)Cl, O=C(NCCSc1ccncc1)c1ccccc1CO. The product is O=C1c2ccccc2CN1CCSc1ccncc1. As a reaction SMILES: [CH2:26]([Cl:27])[Cl:28].[CH3:21][S:22](=[O:23])(=[O:24])[Cl:25].[OH:1][CH2:2][c:3]1[c:4]([C:5](=[O:6])[NH:7][CH2:8][CH2:9][S:10][c:11]2[cH:12][cH:13][n:14][cH:15][cH:16]2)[cH:17][cH:18][cH:19][cH:20]1>>[CH2:2]1[c:3]2[c:4]([cH:17][cH:18][cH:19][cH:20]2)[C:5](=[O:6])[N:7]1[CH2:8][CH2:9][S:10][c:11]1[cH:12][cH:13][n:14][cH:15][cH:16]1. Starting materials: O=C([O-])[O-], CN(C)CCCCl, Cl, [K+], [K+], CN(C)C=O, Cc1cccc2nc(SCc3ccc(C(=O)c4ccc(O)cc4)cc3)n(C)c(=O)c12. Yields the product Cl, Cc1cccc2nc(SCc3ccc(C(=O)c4ccc(OCCCN(C)C)cc4)cc3)n(C)c(=O)c12. As a reaction SMILES: [C:39](=[O:40])([O-:41])[O-:42].[CH3:32][N:33]([CH2:34][CH2:35][CH2:36][Cl:37])[CH3:38].[ClH:31].[K+:43].[K+:44].[O:45]=[CH:46][N:47]([CH3:48])[CH3:49].[OH:1][c:2]1[cH:3][cH:4][c:5]([C:6](=[O:7])[c:8]2[cH:9][cH:10][c:11]([CH2:12][S:13][c:14]3[n:15][c:16]4[cH:17][cH:18][cH:19][c:20]([CH3:26])[c:21]4[c:22](=[O:25])[n:23]3[CH3:24])[cH:27][cH:28]2)[cH:29][cH:30]1>>[ClH:37].[O:1]([c:2]1[cH:3][cH:4][c:5]([C:6](=[O:7])[c:8]2[cH:9][cH:10][c:11]([CH2:12][S:13][c:14]3[n:15][c:16]4[cH:17][cH:18][cH:19][c:20]([CH3:26])[c:21]4[c:22](=[O:25])[n:23]3[CH3:24])[cH:27][cH:28]2)[cH:29][cH:30]1)[CH2:36][CH2:35][CH2:34][N:33]([CH3:32])[CH3:38]. As a reaction SMILES: [Cl:14][CH2:15][CH2:16][CH2:17][C:18](=[O:19])[Cl:20].[NH:1]([c:2]1[cH:3][cH:4][cH:5][cH:6][cH:7]1)[c:8]1[cH:9][cH:10][cH:11][cH:12][cH:13]1.[O:21]1[CH2:22][CH2:23][CH2:24][CH2:25]1>>[N:1]([c:2]1[cH:3][cH:4][cH:5][cH:6][cH:7]1)([c:8]1[cH:9][cH:10][cH:11][cH:12][cH:13]1)[C:18]([CH2:17][CH2:16][CH2:15][Cl:14])=[O:19]. Yields the product O=C(CCCCl)N(c1ccccc1)c1ccccc1. Reactants: O=C(Cl)CCCCl, c1ccc(Nc2ccccc2)cc1, C1CCOC1. Reactants: C(C)(=O)NC1=C(C=C2C3=C(C(CCC3(CC2=C1F)CCCC)=O)C(F)(F)F)F (7-(acetylamino)-9a-butyl-6,8-difluoro-4-(trifluoromethyl)-1,2,9,9a-tetrahydro-3H-fluoren-3-one), C(C)(=O)O (acetic acid), Cl (HCl), C(=O)([O-])[O-].[Na+].[Na+] (Na2CO3). Run in C(Cl)Cl (CH2Cl2). Reaction conditions: temperature 100 celsius. Product: NC1=C(C=C2C3=C(C(CCC3(CC2=C1F)CCCC)=O)C(F)(F)F)F (7-amino-9a-butyl-6,8-difluoro-4-(trifluoromethyl)-1,2,9,9a-tetrahydro-3H-fluoren-3-one). Yield: 22.8%. As a reaction SMILES: C([NH:4][C:5]1[C:17]([F:18])=[C:16]2[C:8]([C:9]3[C:14]([CH2:19][CH2:20][CH2:21][CH3:22])([CH2:15]2)[CH2:13][CH2:12][C:11](=[O:23])[C:10]=3[C:24]([F:27])([F:26])[F:25])=[CH:7][C:6]=1[F:28])(=O)C.C(O)(=O)C.Cl.C([O-])([O-])=O.[Na+].[Na+]>C(Cl)Cl>[NH2:4][C:5]1[C:17]([F:18])=[C:16]2[C:8]([C:9]3[C:14]([CH2:19][CH2:20][CH2:21][CH3:22])([CH2:15]2)[CH2:13][CH2:12][C:11](=[O:23])[C:10]=3[C:24]([F:27])([F:25])[F:26])=[CH:7][C:6]=1[F:28] |f:3.4.5|. Procedure: The crude 7-(acetylamino)-9a-butyl-6,8-difluoro-4-(trifluoromethyl)-1,2,9,9a-tetrahydro-3H-fluoren-3-one from step 2 (about 0.318 mmol) was treated with acetic acid (2 mL) and 6N HCl (2 mL). The resulting solution was stirred and heated in an oil bath at 100° C. for 2 hours. After cooling to room temperature, the mixture was poured into a slurry of solid Na2CO3 in CH2Cl2, dried over MgSO4, then filtered through a pad of silica gel and the product washed off with EtOAc. The filtrate and washings ... Reactants: FC1=C(C=C(C=C1)C1CCN(CC1)C(=O)OC(C)(C)C)C(=O)OC (tert-Butyl 4-[4-fluoro-3-(methoxycarbonyl)phenyl]piperidine-1-carboxylate). Solvent: Cl (HCl), O1CCOCC1 (dioxane). Reaction conditions: time 40 minute. Yields the product FC1=C(C(=O)OC)C=C(C=C1)C1CCNCC1 (methyl 2-fluoro-5-piperidin-4-ylbenzoate). As a reaction SMILES: [F:1][C:2]1[CH:7]=[CH:6][C:5]([CH:8]2[CH2:13][CH2:12][N:11](C(OC(C)(C)C)=O)[CH2:10][CH2:9]2)=[CH:4][C:3]=1[C:21]([O:23][CH3:24])=[O:22]>Cl.O1CCOCC1>[F:1][C:2]1[CH:7]=[CH:6][C:5]([CH:8]2[CH2:13][CH2:12][NH:11][CH2:10][CH2:9]2)=[CH:4][C:3]=1[C:21]([O:23][CH3:24])=[O:22]. Procedure details: tert-Butyl 4-[4-fluoro-3-(methoxycarbonyl)phenyl]piperidine-1-carboxylate (471 mg, 1.40 mmol) was dissolved in anhydrous 4N HCl in dioxane (5mL) and stirred at r.t. for 40 min. The white solid was filtered and washed with Et2O to afford methyl 2-fluoro-5-piperidin-4-ylbenzoate. Reactants: [Ag+2], CCOC(=O)CCc1cnc(O)c(Br)c1, O=C([O-])[O-], ClC(Cl)Cl, FC(F)(F)c1ccc(CBr)cc1. Product: CCOC(=O)CCc1cnc(OCc2ccc(C(F)(F)F)cc2)c(Br)c1. As a reaction SMILES: [Ag+2:36].[Br:1][c:2]1[c:3]([OH:15])[n:4][cH:5][c:6]([CH2:8][CH2:9][C:10](=[O:11])[O:12][CH2:13][CH3:14])[cH:7]1.[C:32](=[O:33])([O-:34])[O-:35].[CH:28]([Cl:29])([Cl:30])[Cl:31].[F:16][C:17]([c:18]1[cH:19][cH:20][c:21]([CH2:22][Br:23])[cH:24][cH:25]1)([F:26])[F:27]>>[Br:1][c:2]1[c:3]([O:15][CH2:22][c:21]2[cH:20][cH:19][c:18]([C:17]([F:16])([F:26])[F:27])[cH:25][cH:24]2)[n:4][cH:5][c:6]([CH2:8][CH2:9][C:10](=[O:11])[O:12][CH2:13][CH3:14])[cH:7]1. Starting materials: C(=O)([O-])[O-].[K+].[K+] (K2CO3), C(C)I (ethyl iodide), COC(C1=CC(=CC(=C1)N1C(CCC1)=O)O)=O (3-hydroxy-5-(2-oxo-pyrrolidin-1-yl)-benzoic acid methyl ester). The solvent is Cl (HCl), CN(C)C=O (DMF). Conditions: temperature 50 celsius. Product: COC(C1=CC(=CC(=C1)N1C(CCC1)=O)OCC)=O (3-ethoxy-5-(2-oxo-pyrrolidin-1-yl)-benzoic acid methyl ester). Yield: 95.0%. RXN SMILES: [CH3:1][O:2][C:3](=[O:17])[C:4]1[CH:9]=[C:8]([N:10]2[CH2:14][CH2:13][CH2:12][C:11]2=[O:15])[CH:7]=[C:6]([OH:16])[CH:5]=1.C([O-])([O-])=O.[K+].[K+].[CH2:24](I)[CH3:25]>CN(C=O)C.Cl>[CH3:1][O:2][C:3](=[O:17])[C:4]1[CH:9]=[C:8]([N:10]2[CH2:14][CH2:13][CH2:12][C:11]2=[O:15])[CH:7]=[C:6]([O:16][CH2:24][CH3:25])[CH:5]=1 |f:1.2.3|. Procedure details: To 3-hydroxy-5-(2-oxo-pyrrolidin-1-yl)-benzoic acid methyl ester (D37) (0.80 g, 3.4 mmol, 1 equiv) dissolved in DMF (10 ml) was added K2CO3 (0.94 g, 6.8 mmol, 2 equiv) and ethyl iodide (1.1 g, 6.8 mmol, 2 equiv). The resulting mixture was heated at 50° C. for 4 h, cooled to room temperature, diluted with 2N aqueous HCl solution (50 ml) and extracted with Et2O (50 ml). The organic phase was then washed with water (50 ml), dried over MgSO4 and concentrated in vacuo to give of 3-ethoxy-5-(2-oxo-pyr...